Dataset: the Open Reaction Database (ORD), a public repository of structured organic reaction records. Task: describe an organic reaction: reactants, conditions, products, and yield Reactants: BrC1=C(C=C(C(=C1)OC)Br)OC (1,4-dibromo-2,5-dimethoxy benzene), bistriphenylphosphine palladium dichloride, C1(=CC=CC=C1)C#C (phenylacetylene). The reagents and catalysts are [Cu](I)I (copper iodide). Run in N1CCCCC1 (piperidine). Run at temperature 80 celsius, time 12 hour. The product is C1(=CC=CC=C1)C#CC1=C(C=C(C(=C1)OC)C#CC1=CC=CC=C1)OC (1,4-bis(phenylethynyl)-2,5-dimethoxybenzene). The yield is 75.7%. Reaction SMILES: Br[C:2]1[CH:7]=[C:6]([O:8][CH3:9])[C:5](Br)=[CH:4][C:3]=1[O:11][CH3:12].[C:13]1([C:19]#[CH:20])[CH:18]=[CH:17][CH:16]=[CH:15][CH:14]=1>N1CCCCC1.[Cu](I)I>[C:13]1([C:19]#[C:20][C:2]2[CH:7]=[C:6]([O:8][CH3:9])[C:5]([C:20]#[C:19][C:13]3[CH:18]=[CH:17][CH:16]=[CH:15][CH:14]=3)=[CH:4][C:3]=2[O:11][CH3:12])[CH:18]=[CH:17][CH:16]=[CH:15][CH:14]=1. Procedure: 50 g (160 mmol) of 1,4-dibromo-2,5-dimethoxy benzene, 3.6 g (0.005 mol) of bistriphenylphosphine palladium dichloride and 0.97 g (0.005 mol) of copper iodide were put into a 1 litter 3-neck flask equipped with a stirrer, a thermometer and a reflux condenser under an argon atmosphere, and dissolved in 500 ml of piperidine. 43 g (0.422 mol) of phenylacetylene was then slowly added dropwise at room temperature. The reaction temperature was slowly raised to 80° C. and then the reaction mixture was s...